From a dataset of the Open Reaction Database (ORD), a public repository of structured organic reaction records. describe an organic reaction: reactants, conditions, products, and yield Starting materials: COC1=CC=C(CC2NCCC3=CC(=C(C=C23)OC)OC)C=C1 (1-(4-Methoxy-benzyl)-6,7-dimethoxy-1,2,3,4-tetrahydro-isoquinoline), BrCC(=O)Br (2-bromoacetyl bromide), NC1CCC2=CC=CC=C12 (1-Aminoindan). Yields the product COC1=CC=C(CC2N(CCC3=CC(=C(C=C23)OC)OC)CC(=O)NC2CCC3=CC=CC=C23)C=C1 (2-[1-(4-Methoxy-benzyl)-6,7-dimethoxy-3,4-dihydro-1H-isoquinolin-2-yl]-N-(indan-1-yl)-acetamide). As a reaction SMILES: [CH3:1][O:2][C:3]1[CH:23]=[CH:22][C:6]([CH2:7][CH:8]2[C:17]3[C:12](=[CH:13][C:14]([O:20][CH3:21])=[C:15]([O:18][CH3:19])[CH:16]=3)[CH2:11][CH2:10][NH:9]2)=[CH:5][CH:4]=1.Br[CH2:25][C:26](Br)=[O:27].[NH2:29][CH:30]1[C:38]2[C:33](=[CH:34][CH:35]=[CH:36][CH:37]=2)[CH2:32][CH2:31]1>>[CH3:1][O:2][C:3]1[CH:4]=[CH:5][C:6]([CH2:7][CH:8]2[C:17]3[C:12](=[CH:13][C:14]([O:20][CH3:21])=[C:15]([O:18][CH3:19])[CH:16]=3)[CH2:11][CH2:10][N:9]2[CH2:25][C:26]([NH:29][CH:30]2[C:38]3[C:33](=[CH:34][CH:35]=[CH:36][CH:37]=3)[CH2:32][CH2:31]2)=[O:27])=[CH:22][CH:23]=1. Procedure details: prepared by reaction of 1-(4-Methoxy-benzyl)-6,7-dimethoxy-1,2,3,4-tetrahydro-isoquinoline and 2-bromoacetyl bromide with 1-Aminoindan Reactants: BrC1=C(CCCC1=O)C1C(N(CCC1)CCC)=O (3-(2-Bromo-3-oxocyclohex-1-enyl)-1-propyl-2-piperidone), Br (hydrogen bromide). Solvent: ClCCl (dichloromethane), C(C)(=O)O (acetic acid). The product is OC=1C=C(C=CC1)C1C(N(CCC1)CCC)=O (3-(3-Hydroxyphenyl)-1-propyl-2-piperidone). Yield: 87.2%. Reaction SMILES: Br[C:2]1[C:7](=[O:8])[CH2:6][CH2:5][CH2:4][C:3]=1[CH:9]1[CH2:14][CH2:13][CH2:12][N:11]([CH2:15][CH2:16][CH3:17])[C:10]1=[O:18].Br>ClCCl.C(O)(=O)C>[OH:8][C:7]1[CH:2]=[C:3]([CH:9]2[CH2:14][CH2:13][CH2:12][N:11]([CH2:15][CH2:16][CH3:17])[C:10]2=[O:18])[CH:4]=[CH:5][CH:6]=1. Procedure details: The product of Example 8 (10.5 g, 33.4 mM) in dichloromethane (70 ml) was treated with 48% hydrogen bromide in acetic acid (ca 0.5 ml). After 16 h the solvent was evaporated under reduced pressure and the residue was partitioned between chloroform and water. The organic phase was dried and evaporated and the residue was chromatographed on alumina (neutral, grade 3) using 4% methanol in chloroform as eluant. The appropriate fractions were avaporated and recrystallised from ether to yield the titl... Reactants: CI (methyl iodide), CN1C(CCC1)=O (1-methyl-2-pyrrolidone), N1CCC(CC1)OC1=CC=C(C=C1)NC1=NC=C(C(=N1)NCC1=C(C(=CC=C1F)F)F)C(=O)N (2-{[4-(piperidin-4-yloxy)phenyl]amino}-4-[(2,3,6-trifluorobenzyl)amino]-pyrimidine-5-carboxamide), CI (methyl iodide), C([O-])([O-])=O.[K+].[K+] (potassium carbonate). The solvent is O (water). Conditions: time 1 hour. Yields the product CN1CCC(CC1)OC1=CC=C(C=C1)NC1=NC=C(C(=N1)NCC1=C(C(=CC=C1F)F)F)C(=O)N (2-({4-[(1-methylpiperidin-4-yl)oxy]phenyl}amino)-4-[(2,3,6-trifluorobenzyl)amino]pyrimidine-5-carboxamide). As a reaction SMILES: [CH3:1]N1CCCC1=O.[NH:8]1[CH2:13][CH2:12][CH:11]([O:14][C:15]2[CH:20]=[CH:19][C:18]([NH:21][C:22]3[N:27]=[C:26]([NH:28][CH2:29][C:30]4[C:35]([F:36])=[CH:34][CH:33]=[C:32]([F:37])[C:31]=4[F:38])[C:25]([C:39]([NH2:41])=[O:40])=[CH:24][N:23]=3)=[CH:17][CH:16]=2)[CH2:10][CH2:9]1.CI.C(=O)([O-])[O-].[K+].[K+]>O>[CH3:1][N:8]1[CH2:13][CH2:12][CH:11]([O:14][C:15]2[CH:16]=[CH:17][C:18]([NH:21][C:22]3[N:27]=[C:26]([NH:28][CH2:29][C:30]4[C:35]([F:36])=[CH:34][CH:33]=[C:32]([F:37])[C:31]=4[F:38])[C:25]([C:39]([NH2:41])=[O:40])=[CH:24][N:23]=3)=[CH:19][CH:20]=2)[CH2:10][CH2:9]1 |f:3.4.5|. Procedure details: A 10 ml portion of 1-methyl-2-pyrrolidone solution containing 800 mg of 2-{[4-(piperidin-4-yloxy)phenyl]amino}-4-[(2,3,6-trifluorobenzyl)amino]-pyrimidine-5-carboxamide was mixed with 0.12 ml of methyl iodide and 300 mg of potassium carbonate, followed by stirring at room temperature for 1 hour and then at 60° C. for 30 minutes. A 0.1 ml portion of methyl iodide was further added thereto, followed by stirring for 30 minutes. The reaction mixture was cooled down to room temperature, mixed with wa... Starting materials: C(C)(C)(C)OC(C(C=C)(CO)CO)=O (2,2-bis-hydroxymethyl-but-3-enoic acid tert-butyl ester), C(C)OC(=O)C1(COC(OC1)(C)C)C=C (2,2-dimethyl-5-vinyl-[1,3]dioxane-5-carboxylic acid ethyl ester). Product: C(C)OC(C(C=C)(CO)CO)=O (2,2-Bis-hydroxymethyl-but-3-enoic acid ethyl ester). The yield is 78.0%. As a reaction SMILES: [C:1]([O:5][C:6](=[O:14])[C:7]([CH2:12][OH:13])([CH2:10][OH:11])[CH:8]=[CH2:9])(C)(C)[CH3:2].C(OC(C1(C=C)COC(C)(C)OC1)=O)C>>[CH2:1]([O:5][C:6](=[O:14])[C:7]([CH2:10][OH:11])([CH2:12][OH:13])[CH:8]=[CH2:9])[CH3:2]. Reported procedure: Compound 99c was prepared in the same manner as 2,2-bis-hydroxymethyl-but-3-enoic acid tert-butyl ester using 2,2-dimethyl-5-vinyl-[1,3]dioxane-5-carboxylic acid ethyl ester instead of 2,2-dimethyl-5-vinyl-[1,3]dioxane-5-carboxylic acid tert-butyl ester in 78% yield. 1H NMR (300 MHz, d6-DMSO) 61.17 (t, J=7.0 Hz, 3H), 3.59-3.71 (m, 4H), 4.06 (q, J=7.0 Hz, 2H), 4.65 (t, J=5.6 Hz, 2H), 5.13 (d, J=18.5 Hz, 1H), 5.15 (d, J=10.5 Hz, 1H), 5.80 (dd, J=18.5, 10.5 Hz, 1H). LCMS (m/z) 197.1 [M+Na], Tr=0.96... Reactants: O=C([O-])O, COc1cc(CC(=O)Cl)ccc1OCc1ccccc1, ClCCl, NCC1(O)CCc2ccccc21, [Na+]. The product is COc1cc(CC(=O)NCC2(O)CCc3ccccc32)ccc1OCc1ccccc1. Reaction SMILES: [C:21](=[O:22])([OH:23])[O-:24].[CH2:1]([c:2]1[cH:3][cH:4][cH:5][cH:6][cH:7]1)[O:8][c:9]1[c:10]([O:19][CH3:20])[cH:11][c:12]([CH2:15][C:16](=[O:17])[Cl:18])[cH:13][cH:14]1.[CH2:38]([Cl:39])[Cl:40].[NH2:26][CH2:27][C:28]1([OH:37])[CH2:29][CH2:30][c:31]2[cH:32][cH:33][cH:34][cH:35][c:36]21.[Na+:25]>>[CH2:1]([c:2]1[cH:3][cH:4][cH:5][cH:6][cH:7]1)[O:8][c:9]1[c:10]([O:19][CH3:20])[cH:11][c:12]([CH2:15][C:16](=[O:17])[NH:26][CH2:27][C:28]2([OH:37])[CH2:29][CH2:30][c:31]3[cH:32][cH:33][cH:34][cH:35][c:36]32)[cH:13][cH:14]1.